Dataset: the Open Reaction Database (ORD), a public repository of structured organic reaction records. Task: describe an organic reaction: reactants, conditions, products, and yield Starting materials: C(C)OC(C)O[C@@H]1C([C@@H]2CCC=3C4=CC[C@H]([C@@H](CO)C)[C@]4(CCC3[C@]2(CC1)C)C)(C)C ((3β,5α,20S)-3-[(1-ethoxyethyl)oxy]-4,4,20-trimethylpregna-8,14-dien-21-ol), CC(C)([O-])C.[K+] (potassium t-butoxide), C1COCCOCCOCCOCCOCCO1 (18-crown-6), ClCC(=C)C (3-chloro-2-methyl-1-propene). Solvent: O (water), C1(=CC=CC=C1)C (toluene). Conditions: temperature 70 celsius. The product is C(C)OC(C)O[C@@H]1C([C@@H]2CCC=3C4=CC[C@H]([C@@H](COCC(=C)C)C)[C@]4(CCC3[C@]2(CC1)C)C)(C)C ((3β,5α,20S)-3-[(1-ethoxyethyl)oxy]-4,4-dimethyl-23-oxacholesta-8,14,25-triene). Yield: 107.5%. Reaction SMILES: [CH2:1]([O:3][CH:4]([O:6][C@H:7]1[CH2:27][CH2:26][C@@:25]2([CH3:28])[C@@H:9]([CH2:10][CH2:11][C:12]3[C:13]4[C@:21]([CH3:29])([CH2:22][CH2:23][C:24]=32)[C@@H:16]([C@H:17]([CH3:20])[CH2:18][OH:19])[CH2:15][CH:14]=4)[C:8]1([CH3:31])[CH3:30])[CH3:5])[CH3:2].[CH3:32][C:33]([CH3:36])([O-])[CH3:34].[K+].C1OCCOCCOCCOCCOCCOC1.ClCC(C)=C>O.C1(C)C=CC=CC=1>[CH2:1]([O:3][CH:4]([O:6][C@H:7]1[CH2:27][CH2:26][C@@:25]2([CH3:28])[C@@H:9]([CH2:10][CH2:11][C:12]3[C:13]4[C@:21]([CH3:29])([CH2:22][CH2:23][C:24]=32)[C@@H:16]([C@H:17]([CH3:20])[CH2:18][O:19][CH2:34][C:33]([CH3:36])=[CH2:32])[CH2:15][CH:14]=4)[C:8]1([CH3:31])[CH3:30])[CH3:5])[CH3:2] |f:1.2|. Procedure: vii)—A mixture of (3β,5α,20S)-3-[(1-ethoxyethyl)oxy]-4,4,20-trimethylpregna-8,14-dien-21-ol (1.0 g), dry toluene (67 ml), potassium t-butoxide (3.34 g), 18-crown-6 (0.581 g) and 3-chloro-2-methyl-1-propene (1.14 ml) was heated at 70° C. for 1.5 h. After cooling, the reaction mixture was poured into water and the product extracted into ethyl acetate. The combined organic phases were washed with brine, dried over sodium sulfate, and concentrated under reduced pressure to give (3β,5α,20S)-3-[(1-eth... Starting materials: C(C)(C)(C)OC(=O)NCC=1N(C(C2=CC=C(C=C2C1C1=CC=CC=C1)/C=C/C(=O)OCC)=O)CC(C)C (ethyl (E)-3-[3-[[(tert-butoxycarbonyl)amino]methyl]-2-isobutyl-1-oxo-4-phenyl-1,2-dihydro-6-isoquinolinyl]-2-propenate), [OH-].[Na+] (sodium hydroxide), Cl (hydrochloric acid), O (water). Run in O1CCCC1 (tetrahydrofuran), C(C)O (ethanol). Reaction conditions: time 1 hour. The product is C(C)(C)(C)OC(=O)NCC=1N(C(C2=CC=C(C=C2C1C1=CC=CC=C1)/C=C/C(=O)O)=O)CC(C)C ((E)-3-[3-[[(tert-butoxycarbonyl)amino]methyl]-2-isobutyl-1-oxo-4-phenyl-1,2-dihydro-6-isoquinolinyl]-2-propenic acid). Yield: 83.9%. Reaction SMILES: [C:1]([O:5][C:6]([NH:8][CH2:9][C:10]1[N:11]([CH2:34][CH:35]([CH3:37])[CH3:36])[C:12](=[O:33])[C:13]2[C:18]([C:19]=1[C:20]1[CH:25]=[CH:24][CH:23]=[CH:22][CH:21]=1)=[CH:17][C:16](/[CH:26]=[CH:27]/[C:28]([O:30]CC)=[O:29])=[CH:15][CH:14]=2)=[O:7])([CH3:4])([CH3:3])[CH3:2].[OH-].[Na+].O.Cl>O1CCCC1.C(O)C>[C:1]([O:5][C:6]([NH:8][CH2:9][C:10]1[N:11]([CH2:34][CH:35]([CH3:37])[CH3:36])[C:12](=[O:33])[C:13]2[C:18]([C:19]=1[C:20]1[CH:21]=[CH:22][CH:23]=[CH:24][CH:25]=1)=[CH:17][C:16](/[CH:26]=[CH:27]/[C:28]([OH:30])=[O:29])=[CH:15][CH:14]=2)=[O:7])([CH3:4])([CH3:3])[CH3:2] |f:1.2|. Procedure details: To a solution of ethyl (E)-3-[3-[[(tert-butoxycarbonyl)amino]methyl]-2-isobutyl-1-oxo-4-phenyl-1,2-dihydro-6-isoquinolinyl]-2-propenate (0.70 g, 1.4 mmol) in tetrahydrofuran (10 mL) and ethanol (10 mL) was added 1N sodium hydroxide (3 mL). The obtained mixture was stirred at room temperature for 1 h. The reaction mixture was poured into water, acidified with 1N hydrochloric acid and extracted with ethyl acetate. The extract was washed with brine, dried over anhydrous magnesium sulfate and concen... RXN SMILES: [ClH:21].[ClH:22].[ClH:23].[NH2:24][CH:25]1[CH2:26][CH2:27][N:28]([CH2:31][CH2:32][N:33]2[CH2:34][CH2:35][CH:36]([OH:39])[CH2:37][CH2:38]2)[CH2:29][CH2:30]1.[c:1]1([CH3:20])[cH:2][cH:3][c:4]([O:7][c:8]2[c:9]3[cH:10][c:11]([C:17](=[O:18])[OH:19])[nH:12][c:13]3[cH:14][cH:15][cH:16]2)[cH:5][cH:6]1>>[c:1]1([CH3:20])[cH:2][cH:3][c:4]([O:7][c:8]2[c:9]3[cH:10][c:11]([C:17](=[O:19])[NH:24][CH:25]4[CH2:26][CH2:27][N:28]([CH2:31][CH2:32][N:33]5[CH2:34][CH2:35][CH:36]([OH:39])[CH2:37][CH2:38]5)[CH2:29][CH2:30]4)[nH:12][c:13]3[cH:14][cH:15][cH:16]2)[cH:5][cH:6]1. Product: Cc1ccc(Oc2cccc3[nH]c(C(=O)NC4CCN(CCN5CCC(O)CC5)CC4)cc23)cc1. The reactants are Cl, Cl, Cl, NC1CCN(CCN2CCC(O)CC2)CC1, Cc1ccc(Oc2cccc3[nH]c(C(=O)O)cc23)cc1.